The task is: describe an organic reaction: reactants, conditions, products, and yield. This data is from the Open Reaction Database (ORD), a public repository of structured organic reaction records. Starting materials: C1(=CC=CC2=CC=CC=C12)C1C(C=2N(C3=C(O1)C=CC=N3)C=CC2)=O ((±)-6-(1-naphthyl)pyrrolo[1,2-d]pyrido[3,2-b][1,4]oxazepin-7(6H)-one), [H-].[K+] (potassium hydride), CN(C(=O)Cl)C (dimethylcarbamoyl chloride). Run in C1CCOC1 (THF), C1CCOC1 (THF). Run at time 2 hour. Yields the product CN(C(=O)OC=1C=2N(C3=C(OC1C1=CC=CC4=CC=CC=C14)C=CC=N3)C=CC2)C (7-((Dimethylcarbamoyl)oxy)-6-(1-naphthyl)pyrrolo[1,2-d]pyrido[3,2-b][1,4]oxazepine). The yield is 78.0%. RXN SMILES: [H-].[K+].[C:3]1([CH:13]2[O:19][C:18]3[CH:20]=[CH:21][CH:22]=[N:23][C:17]=3[N:16]3[CH:24]=[CH:25][CH:26]=[C:15]3[C:14]2=[O:27])[C:12]2[C:7](=[CH:8][CH:9]=[CH:10][CH:11]=2)[CH:6]=[CH:5][CH:4]=1.[CH3:28][N:29]([CH3:33])[C:30](Cl)=[O:31]>C1COCC1>[CH3:28][N:29]([CH3:33])[C:30]([O:27][C:14]1[C:15]2[N:16]([CH:24]=[CH:25][CH:26]=2)[C:17]2[N:23]=[CH:22][CH:21]=[CH:20][C:18]=2[O:19][C:13]=1[C:3]1[C:12]2[C:7](=[CH:8][CH:9]=[CH:10][CH:11]=2)[CH:6]=[CH:5][CH:4]=1)=[O:31] |f:0.1|. Reported procedure: To a suspension of potassium hydride (0.281 g, 2.45 mmol, 35% in oil) in anhydrous THF (5.0 mL) was added the the (±)-6-(1-naphthyl)pyrrolo[1,2-d]pyrido[3,2-b][1,4]oxazepin-7(6H)-one (800 mg, 2.45 mmol) dissolved in anhydrous THF (5 mL). The reaction mixture was stirred at rt for 2 h, and then dimethylcarbamoyl chloride (0.303 g, 2.82 mmol) was slowly added. After stirring for 12 h at 30° C., the solvent was removed in vacuo and the residue was dissolved in EtOAc. The organic layer was washed wi... Reactants: C(C1=CC=CC=C1)N1CCC(CC1)NC(C1=C(C=C(C(=C1)[N+](=O)[O-])N)OC)=O (N-(1-benzylpiperid-4-yl)-2-methoxy-4-amino-5-nitrobenzamide), B(Br)(Br)Br (boron tribromide), Cl (hydrogen chloride), C([O-])(O)=O.[Na+] (sodium bicarbonate). Run in C(Cl)Cl (methylene chloride), C(Cl)Cl (methylene chloride), O (water), C(Cl)Cl (methylene chloride). Run at time 24 hour. Product: Cl.C(C1=CC=CC=C1)N1CCC(CC1)NC(C1=C(C=C(C(=C1)[N+](=O)[O-])N)O)=O (N-(1-benzylpiperid-4-yl)-2-hydroxy-4-amino-5-nitrobenzamide hydrochloride). RXN SMILES: [CH2:1]([N:8]1[CH2:13][CH2:12][CH:11]([NH:14][C:15](=[O:28])[C:16]2[CH:21]=[C:20]([N+:22]([O-:24])=[O:23])[C:19]([NH2:25])=[CH:18][C:17]=2[O:26]C)[CH2:10][CH2:9]1)[C:2]1[CH:7]=[CH:6][CH:5]=[CH:4][CH:3]=1.B(Br)(Br)Br.C(=O)(O)[O-].[Na+].[ClH:38]>C(Cl)Cl.O>[ClH:38].[CH2:1]([N:8]1[CH2:9][CH2:10][CH:11]([NH:14][C:15](=[O:28])[C:16]2[CH:21]=[C:20]([N+:22]([O-:24])=[O:23])[C:19]([NH2:25])=[CH:18][C:17]=2[OH:26])[CH2:12][CH2:13]1)[C:2]1[CH:3]=[CH:4][CH:5]=[CH:6][CH:7]=1 |f:2.3,7.8|. Procedure details: A solution of N-(1-benzylpiperid-4-yl)-2-methoxy-4-amino-5-nitrobenzamide (3.8 g; 0.01 mol) [prepared as described in Example 1] in methylene chloride (70 ml) was added to another solution of boron tribromide (2.84 ml; 0.03 moles) in methylene chloride (20 ml). The mixture was stirred at room temperature for 24 hours and then poured into a mixture of a saturated solution of sodium bicarbonate in water (250 ml) and methylene chloride (100 ml). The decanted organic solution was dried and the solve... Starting materials: CC1=C(C=CC(=C1)C1=NOC(=N1)C)C1=CC=C(C=C1)C(=O)O (2'-methyl-4'-(5-methyl-1,2,4-oxadiazol-3-yl) biphenyl-4-carboxylic acid), NC1=CC(=C(C=C1)OC)SCCN(C)C (4-amino-2-(2-dimethylaminoethylthio)anisole), Example 1. The product is CN(CCSC=1C=C(C=CC1OC)NC(=O)C1=CC=C(C=C1)C1=C(C=C(C=C1)C1=NOC(=N1)C)C)C (N-[3-(2-Dimethylaminoethylthio)-4-methoxyphenyl]-2'-methyl-4'-(5-methyl-1,2,4-oxadiazol-3-yl)biphenyl-4-carboxamide). As a reaction SMILES: [CH3:1][C:2]1[CH:7]=[C:6]([C:8]2[N:12]=[C:11]([CH3:13])[O:10][N:9]=2)[CH:5]=[CH:4][C:3]=1[C:14]1[CH:19]=[CH:18][C:17]([C:20]([OH:22])=O)=[CH:16][CH:15]=1.[NH2:23][C:24]1[CH:29]=[CH:28][C:27]([O:30][CH3:31])=[C:26]([S:32][CH2:33][CH2:34][N:35]([CH3:37])[CH3:36])[CH:25]=1>>[CH3:37][N:35]([CH3:36])[CH2:34][CH2:33][S:32][C:26]1[CH:25]=[C:24]([NH:23][C:20]([C:17]2[CH:16]=[CH:15][C:14]([C:3]3[CH:4]=[CH:5][C:6]([C:8]4[N:12]=[C:11]([CH3:13])[O:10][N:9]=4)=[CH:7][C:2]=3[CH3:1])=[CH:19][CH:18]=2)=[O:22])[CH:29]=[CH:28][C:27]=1[O:30][CH3:31]. Reported procedure: The title compound was prepared from 2'-methyl-4'-(5-methyl-1,2,4-oxadiazol-3-yl)biphenyl-4-carboxylic acid (EP 0533268 A1) and 4-amino-2-(2-dimethylaminoethylthio)anisole (D48) using a similar procedure to Example 1 (50%) mp 138°-9° C. The reactants are C1CCOC1, CCOC(=O)C(=O)c1ccc(Br)s1, CO, [Na+], [OH-], O. Product: O=C(O)C(=O)c1ccc(Br)s1. As a reaction SMILES: [CH2:16]1[O:17][CH2:18][CH2:19][CH2:20]1.[CH2:1]([CH3:2])[O:3][C:4]([C:5](=[O:6])[c:7]1[s:8][c:9]([Br:12])[cH:10][cH:11]1)=[O:13].[CH3:21][OH:22].[Na+:15].[OH-:14].[OH2:23]>>[O:3]=[C:4]([C:5](=[O:6])[c:7]1[s:8][c:9]([Br:12])[cH:10][cH:11]1)[OH:13].